This data is from the Open Reaction Database (ORD), a public repository of structured organic reaction records. The task is: describe an organic reaction: reactants, conditions, products, and yield Reactants: CC(=O)O, CC(=O)O[BH-](OC(C)=O)OC(C)=O, CO, NCCCN1CCCC1, [Na+], CN(C)C=O, O=Cc1ccccc1-c1ccc(C(=O)Nc2ccc3cccnc3c2)cc1. Yields the product O=C(Nc1ccc2cccnc2c1)c1ccc(-c2ccccc2CNCCCN2CCCC2)cc1. As a reaction SMILES: [C:37]([OH:38])(=[O:39])[CH3:40].[C:41]([O:42][BH-:43]([O:44][C:45](=[O:46])[CH3:47])[O:48][C:49](=[O:50])[CH3:51])(=[O:52])[CH3:53].[CH3:60][OH:61].[N:28]1([CH2:33][CH2:34][CH2:35][NH2:36])[CH2:29][CH2:30][CH2:31][CH2:32]1.[Na+:54].[O:55]=[CH:56][N:57]([CH3:58])[CH3:59].[n:1]1[cH:2][cH:3][cH:4][c:5]2[cH:6][cH:7][c:8]([NH:11][C:12](=[O:13])[c:14]3[cH:15][cH:16][c:17](-[c:20]4[c:21]([CH:26]=[O:27])[cH:22][cH:23][cH:24][cH:25]4)[cH:18][cH:19]3)[cH:9][c:10]12>>[n:1]1[cH:2][cH:3][cH:4][c:5]2[cH:6][cH:7][c:8]([NH:11][C:12](=[O:13])[c:14]3[cH:15][cH:16][c:17](-[c:20]4[c:21]([CH2:26][NH:36][CH2:35][CH2:34][CH2:33][N:28]5[CH2:29][CH2:30][CH2:31][CH2:32]5)[cH:22][cH:23][cH:24][cH:25]4)[cH:18][cH:19]3)[cH:9][c:10]12. Reactants: BrC1=CC=C(C=C1)C1(C(N(C(N1CCN1CCOCC1)C1=CC=CC=C1)C1=CC=C(C=C1)C(F)(F)F)=O)C (5-(4-bromo-phenyl)-5-methyl-1-(2-morpholin-4-yl-ethyl)-2-phenyl-3-(4-trifluoromethyl-phenyl)-imidazolidin-4-one), Cl (HCl). Solvent: ClCCl (dichloromethane). The product is BrC1=CC=C(C=C1)C(C(=O)NC1=CC=C(C=C1)C(F)(F)F)(C)NCCN1CCOCC1 (2-(4-Bromo-phenyl)-2-(2-morpholin-4-yl-ethylamino)-N-(4-trifluoromethyl-phenyl)-propionamide). Isolated yield 27.4%. As a reaction SMILES: [Br:1][C:2]1[CH:7]=[CH:6][C:5]([C:8]2([CH3:38])[N:12]([CH2:13][CH2:14][N:15]3[CH2:20][CH2:19][O:18][CH2:17][CH2:16]3)C(C3C=CC=CC=3)[N:10]([C:27]3[CH:32]=[CH:31][C:30]([C:33]([F:36])([F:35])[F:34])=[CH:29][CH:28]=3)[C:9]2=[O:37])=[CH:4][CH:3]=1.Cl>ClCCl>[Br:1][C:2]1[CH:7]=[CH:6][C:5]([C:8]([NH:12][CH2:13][CH2:14][N:15]2[CH2:20][CH2:19][O:18][CH2:17][CH2:16]2)([CH3:38])[C:9]([NH:10][C:27]2[CH:28]=[CH:29][C:30]([C:33]([F:35])([F:34])[F:36])=[CH:31][CH:32]=2)=[O:37])=[CH:4][CH:3]=1. Procedure: The 5-(4-bromo-phenyl)-5-methyl-1-(2-morpholin-4-yl-ethyl)-2-phenyl-3-(4-trifluoromethyl-phenyl)-imidazolidin-4-one (1.0 g, 1.7 mmol) was stirred vigorously in a solution of dichloromethane:conc. HCl (10 mL: 50 mL, v:v) overnight at 80 degrees Celcius. The resulting mixture was cooled to room temperature and the aqueous portion was extracted with dichloromethane. The aqueous portion was then basified to pH 11 with aqueous NaOH. The aqueous layer was then extracted with dichloromethane, washed wi... Starting materials: COC1=C(C=CC(=C1)OC)[Mg]Br (2,4-dimethoxyphenylmagnesium bromide), ice water, [Br-].[Li+] (lithium bromide), solution, BrCCCCBr (1,4-dibromobutane). The reagents and catalysts are [Cu]Br (copper(I)bromide). Run in C1CCOC1 (THF), C1CCOC1 (THF), C1CCOC1 (THF). Yields the product BrCCCCC1=C(C=C(C=C1)OC)OC (1-(4-bromobutyl)-2,4-dimethoxybenzene). Yield: 73.2%. Reaction SMILES: [Br-].[Li+].[Br:3][CH2:4][CH2:5][CH2:6][CH2:7]Br.[CH3:9][O:10][C:11]1[CH:16]=[C:15]([O:17][CH3:18])[CH:14]=[CH:13][C:12]=1[Mg]Br>C1COCC1.[Cu]Br>[Br:3][CH2:4][CH2:5][CH2:6][CH2:7][C:14]1[CH:13]=[CH:12][C:11]([O:10][CH3:9])=[CH:16][C:15]=1[O:17][CH3:18] |f:0.1|. Procedure details: Commercially available copper(I)bromide (7.17 g, 50 mmol) and anhydrous lithium bromide (8.68 g, 100 mmol) were added to anhydrous THF (100 mL). Vigorous shaking gave a dark greenish solution. 11.5 mL (5.75 mmol) of this solution was added to a mixture of 1,4-dibromobutane (74.8 g, 346 mmol) in THF (90 mL). The mixture was warmed to 40 C., after which a solution of 2,4-dimethoxyphenylmagnesium bromide (115 mmol) in THF (100 mL), prepared by standard methods, was added over 45 min. The temperatur... Starting materials: CC1CN(Cc2ccc(C(C)(C)C(=O)O)cc2)CC(C)N1C(=O)OC(C)(C)C, COC(=O)Cc1ccc(CN2CCN(C(=O)OC(C)(C)C)C(C)C2)c(Cl)c1. Product: CC1CN(Cc2ccc(CC(=O)O)cc2Cl)CCN1C(=O)OC(C)(C)C. As a reaction SMILES: [CH3:28][C:29]([O:30][C:31]([N:32]1[CH:33]([CH3:34])[CH2:35][N:36]([CH2:37][c:38]2[cH:39][cH:40][c:41]([C:42]([CH3:43])([CH3:44])[C:45]([OH:46])=[O:47])[cH:48][cH:49]2)[CH2:50][CH:51]1[CH3:52])=[O:53])([CH3:54])[CH3:55].[Cl:1][c:2]1[c:3]([CH2:13][N:14]2[CH2:15][CH:16]([CH3:27])[N:17]([C:20](=[O:21])[O:22][C:23]([CH3:24])([CH3:25])[CH3:26])[CH2:18][CH2:19]2)[cH:4][cH:5][c:6]([CH2:8][C:9](=[O:10])[O:11][CH3:12])[cH:7]1>>[Cl:1][c:2]1[c:3]([CH2:13][N:14]2[CH2:15][CH:16]([CH3:27])[N:17]([C:20](=[O:21])[O:22][C:23]([CH3:24])([CH3:25])[CH3:26])[CH2:18][CH2:19]2)[cH:4][cH:5][c:6]([CH2:8][C:9](=[O:10])[OH:11])[cH:7]1. Reactants: C=CC1OC(C)(C)OC1C(CC=O)OC(C)OCC, Cl, NO, c1ccncc1. The product is C=CC1OC(C)(C)OC1C(CC=NO)OC(C)OCC. As a reaction SMILES: [CH3:1][C:2]1([CH3:19])[O:3][CH:4]([CH:5]([CH2:6][CH:7]=[O:8])[O:9][CH:10]([CH3:11])[O:12][CH2:13][CH3:14])[CH:15]([CH:16]=[CH2:17])[O:18]1.[ClH:20].[NH2:21][OH:22].[cH:23]1[cH:24][cH:25][n:26][cH:27][cH:28]1>>[CH3:1][C:2]1([CH3:19])[O:3][CH:4]([CH:5]([CH2:6][CH:7]=[N:21][OH:22])[O:9][CH:10]([CH3:11])[O:12][CH2:13][CH3:14])[CH:15]([CH:16]=[CH2:17])[O:18]1. Starting materials: Brc1ccc(OCc2ccccc2)cc1, [Li]CCCC, C1CCOC1, COC(=O)C1CCC(=O)N1C(=O)OC(C)(C)C. The product is COC(=O)C(CCC(=O)c1ccc(OCc2ccccc2)cc1)NC(=O)OC(C)(C)C. As a reaction SMILES: [Br:6][c:7]1[cH:8][cH:9][c:10]([O:13][CH2:14][c:15]2[cH:16][cH:17][cH:18][cH:19][cH:20]2)[cH:11][cH:12]1.[CH2:1]([Li:2])[CH2:3][CH2:4][CH3:5].[CH2:38]1[O:39][CH2:40][CH2:41][CH2:42]1.[O:21]=[C:22]1[CH2:23][CH2:24][CH:25]([C:34](=[O:35])[O:36][CH3:37])[N:26]1[C:27](=[O:28])[O:29][C:30]([CH3:31])([CH3:32])[CH3:33]>>[c:7]1([C:22](=[O:21])[CH2:23][CH2:24][CH:25]([NH:26][C:27](=[O:28])[O:29][C:30]([CH3:31])([CH3:32])[CH3:33])[C:34](=[O:35])[O:36][CH3:37])[cH:8][cH:9][c:10]([O:13][CH2:14][c:15]2[cH:16][cH:17][cH:18][cH:19][cH:20]2)[cH:11][cH:12]1.